This data is from the Open Reaction Database (ORD), a public repository of structured organic reaction records. The task is: describe an organic reaction: reactants, conditions, products, and yield Reactants: N1C(C2(C3=CC=CC=C13)COC1=C2C=C2CCCOC2=C1)=O (6,7-dihydro-5H-spiro[furo[3,2-g]chromene-3,3′-indol]-2′(1′H)-one), BrCC1OCCCC1 (2-(bromomethyl)tetrahydro-2H-pyran), N1C(C2(C3=CC=CC=C13)C1=C(OC2)C=C2OCCC2=C1)=O (5,6-dihydrospiro[benzo[1,2-b:5,4-b′]difuran-3,3′-indol]-2′(1′H)-one), CC1=CC=C(C=C1)S(=O)(=O)OC[C@@H]1OCCC1 ((R)-(tetrahydrofuran-2-yl)methyl 4-methylbenzenesulfonate). The product is O1[C@H](CCC1)CN1C(C2(C3=CC=CC=C13)COC1=C2C=C2CCCOC2=C1)=O (1′-[(2R)-tetrahydrofuran-2-ylmethyl]-6,7-dihydro-5H-spiro[furo[3,2-g]chromene-3,3′-indol]-2′(1′H)-one). RXN SMILES: [NH:1]1[C:9]2[C:4](=[CH:5][CH:6]=[CH:7][CH:8]=2)[C:3]2([C:13]3[CH:14]=[C:15]4[C:20](=[CH:21][C:12]=3[O:11][CH2:10]2)[O:19][CH2:18][CH2:17][CH2:16]4)[C:2]1=[O:22].N1C2C(=CC=CC=2)[C:25]2([CH2:35][O:34][C:33]3[CH:36]=C4C(=C[C:32]2=3)CCO4)C1=O.CC1C=CC(S(OC[C@H]2CCCO2)(=O)=O)=CC=1.BrCC1CCCCO1>>[O:34]1[CH2:35][CH2:25][CH2:32][C@@H:33]1[CH2:36][N:1]1[C:9]2[C:4](=[CH:5][CH:6]=[CH:7][CH:8]=2)[C:3]2([C:13]3[CH:14]=[C:15]4[C:20](=[CH:21][C:12]=3[O:11][CH2:10]2)[O:19][CH2:18][CH2:17][CH2:16]4)[C:2]1=[O:22]. Procedure: Following the procedure as described in EXAMPLE 4 and making non-critical variations using 6,7-dihydro-5H-spiro[furo[3,2-g]chromene-3,3′-indol]-2′(1′H)-one to replace 5,6-dihydrospiro[benzo[1,2-b:5,4-b′]difuran-3,3′-indol]-2′(1′H)-one, and (R)-(tetrahydrofuran-2-yl)methyl 4-methylbenzenesulfonate to replace 2-(bromomethyl)tetrahydro-2H-pyran, 1′-[(2R)-tetrahydrofuran-2-ylmethyl]-6,7-dihydro-5H-spiro[furo[3,2-g]chromene-3,3′-indol]-2′(1′H)-one was obtained (57%) as an off-white solid: mp 151-156°...